This data is from the Open Reaction Database (ORD), a public repository of structured organic reaction records. The task is: describe an organic reaction: reactants, conditions, products, and yield The reactants are C(C)(C)(C)OC(=O)N1[C@@H](CCC1)C1=NC2=C(N1)C=C(C=C2)C=2C=C1C=CC(=CC1=CC2)C2=CN=C(N2)[C@H]2N(CCC2)C(=O)OC(C)(C)C ((S)-tert-butyl 2-(5-(6-(2-((S)-1-(tert-butoxycarbonyl)pyrrolidin-2-yl)-1H-benzo[d]imidazol-6-yl)naphthalen-2-yl)-1H-imidazol-2-yl)pyrrolidine-1-carboxylate), C(C)(C)(C)OC(=O)N1[C@@H](CCC1)C1=NC2=C(N1)C=C(C=C2)C2=CC=C1C=CC(=CC1=C2)C2=CN=C(N2)[C@H]2N(CCC2)C(=O)OC(C)(C)C ((S)-tert-butyl 2-(5-(7-(2-((S)-1-(tert-butoxycarbonyl)pyrrolidin-2-yl)-1H-benzo[d]imidazol-6-yl)naphthalen-2-yl)-1H-imidazol-2-yl)pyrrolidine-1-carboxylate), C(=O)(C(F)(F)F)O (TFA), C(=O)(C(F)(F)F)O (TFA). Solvent: C(Cl)Cl (CH2Cl2). Reaction conditions: time 4 hour. The product is C(=O)(C(F)(F)F)O (TFA), N1[C@@H](CCC1)C1=NC2=C(N1)C=C(C=C2)C2=CC1=CC=C(C=C1C=C2)C2=CN=C(N2)[C@H]2NCCC2 (2-((S)-pyrrolidin-2-yl)-6-(6-(2-((S)-pyrrolidin-2-yl)-1H-imidazol-5-yl)naphthalen-2-yl)-1H-benzo[d]imidazole). Isolated yield 31.0%. Reaction SMILES: C(OC([N:8]1[CH2:12][CH2:11][CH2:10][C@H:9]1[C:13]1[NH:17][C:16]2[CH:18]=[C:19]([C:22]3[CH:23]=[C:24]4[C:29](=[CH:30][CH:31]=3)[CH:28]=[C:27]([C:32]3[NH:36][C:35]([C@@H:37]5[CH2:41][CH2:40][CH2:39][N:38]5C(OC(C)(C)C)=O)=[N:34][CH:33]=3)[CH:26]=[CH:25]4)[CH:20]=[CH:21][C:15]=2[N:14]=1)=O)(C)(C)C.C(OC(N1CCC[C@H]1C1NC2C=C(C3C=C4C(C=CC(C5NC([C@@H]6CCCN6C(OC(C)(C)C)=O)=NC=5)=C4)=CC=3)C=CC=2N=1)=O)(C)(C)C.[C:97]([OH:103])([C:99]([F:102])([F:101])[F:100])=[O:98]>C(Cl)Cl>[C:97]([OH:103])([C:99]([F:102])([F:101])[F:100])=[O:98].[NH:8]1[CH2:12][CH2:11][CH2:10][C@H:9]1[C:13]1[NH:17][C:16]2[CH:18]=[C:19]([C:22]3[CH:31]=[CH:30][C:29]4[C:24](=[CH:25][CH:26]=[C:27]([C:32]5[NH:36][C:35]([C@@H:37]6[CH2:41][CH2:40][CH2:39][NH:38]6)=[N:34][CH:33]=5)[CH:28]=4)[CH:23]=3)[CH:20]=[CH:21][C:15]=2[N:14]=1. Procedure details: A mixture of (S)-tert-butyl 2-(5-(6-(2-((S)-1-(tert-butoxycarbonyl)pyrrolidin-2-yl)-1H-benzo[d]imidazol-6-yl)naphthalen-2-yl)-1H-imidazol-2-yl)pyrrolidine-1-carboxylate and (S)-tert-butyl 2-(5-(7-(2-((S)-1-(tert-butoxycarbonyl)pyrrolidin-2-yl)-1H-benzo[d]imidazol-6-yl)naphthalen-2-yl)-1H-imidazol-2-yl)pyrrolidine-1-carboxylate as TFA salts (74 mg) and TFA (2 mL) in CH2Cl2 (10 mL) was stirred at ambient conditions for 4 hours. The volatile component was removed in vacuo. The crude material was pu... Starting materials: CC(C)(C)N(C([O-])=O)[C@@H](C(=O)NC1=CC=C(C=C1)OC1=CC=CC=2COCC21)C (1,1-dimethylethyl((1R)-2-{[4-(1,3-dihydro-2-benzofuran-4-yloxy)phenyl]amino}-1-methyl-2-oxoethyl)carbamate), CC(C)(C)N(C([O-])=O)[C@@H](C(=O)NC1=CC=C(C=C1)OC1=CC=CC=2COCC21)C (1,1-dimethylethyl((1R)-2-{[4-(1,3-dihydro-2-benzofuran-4-yloxy)phenyl]amino}-1-methyl-2-oxoethyl)carbamate), C(=O)(C(F)(F)F)O (TFA). The solvent is ClCCl (dichloromethane). Run at time 1 hour. Product: C1OCC2=C1C=CC=C2OC2=CC=C(C=C2)NC([C@H](N)C)=O (N1-[4-(1,3-dihydro-2-benzofuran-4-yloxy)phenyl]-D-alaninamide). The yield is 99.9%. Reaction SMILES: CC([N:5]([C@H:9]([CH3:29])[C:10]([NH:12][C:13]1[CH:18]=[CH:17][C:16]([O:19][C:20]2[C:28]3[CH2:27][O:26][CH2:25][C:24]=3[CH:23]=[CH:22][CH:21]=2)=[CH:15][CH:14]=1)=[O:11])C(=O)[O-])(C)C.C(O)(C(F)(F)F)=O>ClCCl>[CH2:25]1[C:24]2[CH:23]=[CH:22][CH:21]=[C:20]([O:19][C:16]3[CH:15]=[CH:14][C:13]([NH:12][C:10](=[O:11])[C@@H:9]([CH3:29])[NH2:5])=[CH:18][CH:17]=3)[C:28]=2[CH2:27][O:26]1. Procedure: A solution of 1,1-dimethylethyl((1R)-2-{[4-(1,3-dihydro-2-benzofuran-4-yloxy)phenyl]amino}-1-methyl-2-oxoethyl)carbamate (Intermediate 6, 108 mg) and TFA (1 ml) in dichloromethane (4 ml) was stirred under argon at room temperature. The reaction mixture was stirred at room temperature for 1 hour. The mixture was concentrated and the residue was purified by SCX to afford the title compound (81 mg).